From a dataset of the Open Reaction Database (ORD), a public repository of structured organic reaction records. describe an organic reaction: reactants, conditions, products, and yield Starting materials: CC(C(C1=CC2=C(C=C1)OCO2)O)(C)[N+](=O)[O-] (1,1-dimethyl-2-hydroxy-2-(3,4-methylenedioxyphenyl)nitroethane), S(=O)(Cl)Cl (thionyl chloride), crude product, C (Darco). Run in C1=CC=CC=C1 (benzene). The product is CC(C(C1=CC2=C(C=C1)OCO2)Cl)(C)[N+](=O)[O-] (1,1-Dimethyl-2-chloro-2-(3,4-methylenedioxyphenyl)nitroethane). Yield: 69.4%. As a reaction SMILES: [CH3:1][C:2]([N+:15]([O-:17])=[O:16])([CH3:14])[CH:3](O)[C:4]1[CH:9]=[CH:8][C:7]2[O:10][CH2:11][O:12][C:6]=2[CH:5]=1.S(Cl)([Cl:20])=O.C>C1C=CC=CC=1>[CH3:1][C:2]([N+:15]([O-:17])=[O:16])([CH3:14])[CH:3]([Cl:20])[C:4]1[CH:9]=[CH:8][C:7]2[O:10][CH2:11][O:12][C:6]=2[CH:5]=1. Procedure details: A solution of 242.8 g (1.016 moles) of 1,1-dimethyl-2-hydroxy-2-(3,4-methylenedioxyphenyl)nitroethane in 500 ml of benzene was treated with 139 g (84 ml, 1.17 moles) of thionyl chloride, after which the mixture was refluxed for 4 hours, cooled slightly and concentrated to a dark yellow oil which crystallised on cooling and seeding. The resulting solid was broken up and dispersed in 150 ml of 2-propanol after which it was separated, washed twice with cold 2-propanol and dried to give crude 1,1-di... Reactants: Cl.NC1C(NC(CC1)=O)=O (3-amino-piperidine-2,6-dione hydrogen chloride), N1C=NC=C1 (imidazole), P(OC1=CC=CC=C1)(OC1=CC=CC=C1)OC1=CC=CC=C1 (triphenyl phosphite), NC1=C(C(=O)O)C=CC(=C1)CNC(=O)OC(C)(C)C (2-amino-4-(tert-butoxycarbonylamino-methyl)-benzoic acid), N1C=NC=C1 (imidazole), C(C)(=O)Cl (acetyl chloride). Solvent: C(C)#N (acetonitrile). Run at time 8 hour. The product is C(C)(C)(C)OC(NCC1=CC=C2C(N(C(=NC2=C1)C)C1C(NC(CC1)=O)=O)=O)=O ([3-(2,6-dioxo-piperidin-3-yl)-2-methyl-4-oxo-3,4-dihydro-quinazolin-7-ylmethyl]-carbamic acid tert-butyl ester). Isolated yield 66.0%. As a reaction SMILES: [NH2:1][C:2]1[CH:10]=[C:9]([CH2:11][NH:12][C:13]([O:15][C:16]([CH3:19])([CH3:18])[CH3:17])=[O:14])[CH:8]=[CH:7][C:3]=1[C:4]([OH:6])=O.N1[CH:24]=[CH:23]N=C1.C(Cl)(=O)C.Cl.[NH2:30][CH:31]1[CH2:36][CH2:35][C:34](=[O:37])[NH:33][C:32]1=[O:38].P(OC1C=CC=CC=1)(OC1C=CC=CC=1)OC1C=CC=CC=1>C(#N)C>[C:16]([O:15][C:13](=[O:14])[NH:12][CH2:11][C:9]1[CH:10]=[C:2]2[C:3]([C:4](=[O:6])[N:30]([CH:31]3[CH2:36][CH2:35][C:34](=[O:37])[NH:33][C:32]3=[O:38])[C:23]([CH3:24])=[N:1]2)=[CH:7][CH:8]=1)([CH3:19])([CH3:18])[CH3:17] |f:3.4|. Procedure: To a stirred solution of 2-amino-4-(tert-butoxycarbonylamino-methyl)-benzoic acid (24.75 g, 92.94 mmol), imidazole (7.59 g, 111.53 mmol) in acetonitrile (300 mL), was added acetyl chloride (7.96 mL, 111.53 mmol), and the mixture was stirred at room temperature overnight. To the mixture, was added 3-amino-piperidine-2,6-dione hydrogen chloride (15.30 g, 92.94 mmol), imidazole (12.66 g, 185.89 mmol) and triphenyl phosphite (29.23 mL, 111.53 mmol), and the mixture was heated to reflux for 6 hours. ... Reactants: C[O-].[Na+] (sodium methoxide), CO (methanol), solution, C(C(=O)Cl)(=O)Cl (oxalyl chloride), C(Cl)Cl (methylene chloride), C(C)OC1=CC=C2C=CNC2=C1 (6-ethoxyindole). The solvent is CCOCC (ether). Reaction conditions: temperature 4 celsius, time 1 hour. The product is C(C)OC1=CC=C2C(=CNC2=C1)C(C(=O)OC)=O (Methyl 2-(6-Ethoxy-1H-indol -3-yl)oxoacetate). Isolated yield 73.0%. Reaction SMILES: [C:1](Cl)(=[O:5])[C:2](Cl)=[O:3].C(Cl)Cl.[CH2:10]([O:12][C:13]1[CH:21]=[C:20]2[C:16]([CH:17]=[CH:18][NH:19]2)=[CH:15][CH:14]=1)[CH3:11].[CH3:22][O-:23].[Na+].CO>CCOCC>[CH2:10]([O:12][C:13]1[CH:21]=[C:20]2[C:16]([C:17]([C:1](=[O:5])[C:2]([O:23][CH3:22])=[O:3])=[CH:18][NH:19]2)=[CH:15][CH:14]=1)[CH3:11] |f:3.4|. Procedure: A 2.0 M solution of oxalyl chloride in methylene chloride (6.65 mL, 13.3 mmol) was added to a solution of 6-ethoxyindole (2.0 g, 12.4 mmol) in ether (25 mL) dropwise over 10 min at 4° C. under N2. The resulting mixture was stirred for 1 h at 4° C. A 25% (w/w) sodium methoxide in methanol solution (6.2 mL, 28.5 mmol) was added at −78° C. The mixture was allowed to warm up to room temperature and stirred for 4 h. The reaction was quenched with water (50 mL) and extracted with methylene chloride. T... Procedure details: A solution of 4-hydroxy-1-methyl-3,5-diphenylpyrazole (10 g, 0.04 mole), potassium t-butoxide (4.5, 0.04 mole) and dry DMF (150 ml) is stirred and heated to 60° C. The green fluorescent solution is cooled to room temperature and p-chloronitrobenzene (6.0 g, 0.038 mole) is added. The dark green solution is heated at 60° C for 24 hours and then poured into water, made alkaline with 1N sodium hydroxide and extracted with ether. The ether layer is separated, washed well with water, dried and strippe... The solvent is O (water), CN(C)C=O (DMF). Conditions: temperature 60 celsius. The product is CN1N=C(C(=C1C1=CC=CC=C1)OC1=CC=C(C=C1)[N+](=O)[O-])C1=CC=CC=C1 (1-Methyl-4-(p-nitrophenoxyl)-3,5-diphenylpyrazole). The yield is 91.4%. Starting materials: [OH-].[Na+] (sodium hydroxide), OC=1C(=NN(C1C1=CC=CC=C1)C)C1=CC=CC=C1 (4-hydroxy-1-methyl-3,5-diphenylpyrazole), CC(C)([O-])C.[K+] (potassium t-butoxide), ClC1=CC=C(C=C1)[N+](=O)[O-] (p-chloronitrobenzene). As a reaction SMILES: [OH:1][C:2]1[C:3]([C:14]2[CH:19]=[CH:18][CH:17]=[CH:16][CH:15]=2)=[N:4][N:5]([CH3:13])[C:6]=1[C:7]1[CH:12]=[CH:11][CH:10]=[CH:9][CH:8]=1.CC(C)([O-])C.[K+].Cl[C:27]1[CH:32]=[CH:31][C:30]([N+:33]([O-:35])=[O:34])=[CH:29][CH:28]=1.[OH-].[Na+]>O.CN(C=O)C>[CH3:13][N:5]1[C:6]([C:7]2[CH:12]=[CH:11][CH:10]=[CH:9][CH:8]=2)=[C:2]([O:1][C:27]2[CH:32]=[CH:31][C:30]([N+:33]([O-:35])=[O:34])=[CH:29][CH:28]=2)[C:3]([C:14]2[CH:15]=[CH:16][CH:17]=[CH:18][CH:19]=2)=[N:4]1 |f:1.2,4.5|.